From a dataset of the Open Reaction Database (ORD), a public repository of structured organic reaction records. describe an organic reaction: reactants, conditions, products, and yield The reactants are NC1=C2C(=NC=C1C(=O)O)N(N=C2)CCCCC (4-amino-1-n-pentyl-1H-pyrazolo[3,4-b]pyridine-5-carboxylic acid), [Cl-].C1(=CC=CC=C1)N(C(=O)[N+]1=CC=CC=C1)C1=CC=CC=C1 (diphenylcarbamylpyridinium chloride), C[O-].[Na+] (sodium methoxide), Cl.C(C)ON (ethoxyamine hydrochloride), C(C)ON (ethoxyamine). Run in CO (MeOH), CO (MeOH), C(C)N(CC)CC (triethylamine), CO (MeOH). Reaction conditions: time 20 minute. Product: NC1=C2C(=NC=C1C(=O)NOCC)N(N=C2)CCCCC (Ethyl 4-amino-1-n-pentyl-1H-pyrazolo[3,4-b]pyridine-5-hydroxamate). As a reaction SMILES: [NH2:1][C:2]1[C:7]([C:8]([OH:10])=O)=[CH:6][N:5]=[C:4]2[N:11]([CH2:14][CH2:15][CH2:16][CH2:17][CH3:18])[N:12]=[CH:13][C:3]=12.[Cl-].C1(N(C2C=CC=CC=2)C([N+]2C=CC=CC=2)=O)C=CC=CC=1.[CH2:41]([O:43][NH2:44])[CH3:42].C[O-].[Na+].Cl.C(ON)C>CO.C(N(CC)CC)C>[NH2:1][C:2]1[C:7]([C:8]([NH:44][O:43][CH2:41][CH3:42])=[O:10])=[CH:6][N:5]=[C:4]2[N:11]([CH2:14][CH2:15][CH2:16][CH2:17][CH3:18])[N:12]=[CH:13][C:3]=12 |f:1.2,4.5,6.7|. Procedure: To a stirred solution of 1.1 g of 4-amino-1-n-pentyl-1H-pyrazolo[3,4-b]pyridine-5-carboxylic acid and 0.56 g of triethylamine in 35 ml of MeOH was added a solution of 1.43 g of diphenylcarbamylpyridinium chloride in 5.6 ml of MeOH. After stirring for 20 min., the reaction mixture was cooled in an ice bath and added to a cold stirred solution of ethoxyamine which was prepared by adding 3.32 ml of a 25% methanolic sodium methoxide solution to a solution of 1.42 g of ethoxyamine hydrochloride in 10...